Dataset: the Open Reaction Database (ORD), a public repository of structured organic reaction records. Task: describe an organic reaction: reactants, conditions, products, and yield The reactants are [Li]CCCC, CCCCCC, CC(C)NC(C)C, COc1ccc(C=O)cc1OC1CCCC1, [Cl-], Cc1c(Cl)cncc1Cl, [NH4+], C1CCOC1. Yields the product COc1ccc(C(O)Cc2c(Cl)cncc2Cl)cc1OC1CCCC1. Reaction SMILES: [CH2:8]([Li:9])[CH2:10][CH2:11][CH3:12].[CH3:45][CH2:46][CH2:47][CH2:48][CH2:49][CH3:50].[CH:1]([NH:2][CH:3]([CH3:4])[CH3:5])([CH3:6])[CH3:7].[CH:22]1([O:27][c:28]2[cH:29][c:30]([CH:31]=[O:32])[cH:33][cH:34][c:35]2[O:36][CH3:37])[CH2:23][CH2:24][CH2:25][CH2:26]1.[Cl-:38].[Cl:13][c:14]1[cH:15][n:16][cH:17][c:18]([Cl:21])[c:19]1[CH3:20].[NH4+:39].[O:40]1[CH2:41][CH2:42][CH2:43][CH2:44]1>>[Cl:13][c:14]1[cH:15][n:16][cH:17][c:18]([Cl:21])[c:19]1[CH2:20][CH:31]([c:30]1[cH:29][c:28]([O:27][CH:22]2[CH2:23][CH2:24][CH2:25][CH2:26]2)[c:35]([O:36][CH3:37])[cH:34][cH:33]1)[OH:32]. Reactants: COC(=O)C1N(S(C2=C(C1=O)C=CC=C2)(=O)=O)C (2-methyl-3,4-dihydro-4-oxo-2H-1,2-benzothiazine-3-carboxylic acid methyl ester 1,1-dioxide), NC1=COC2=C(C1=O)C=CC=C2 (3-amino-4-oxo-4H-1-benzopyrane). The solvent is C=1(C(=CC=CC1)C)C (xylene). Conditions: temperature 50 celsius, time 5 minute. Product: CN1SC2=C(C(C1C(=O)NC1=COC3=C(C1=O)C=CC=C3)=O)C=CC=C2 (2-methyl-3,4-dihydro-4-oxo-N-(4-oxo-4H-1-benzopyran-3-yl)-2H-1,2-benzothiazine-3-carboxamide), 1,1-dioxide. As a reaction SMILES: CO[C:3]([CH:5]1[C:10](=[O:11])[C:9]2[CH:12]=[CH:13][CH:14]=[CH:15][C:8]=2[S:7](=O)(=O)[N:6]1[CH3:18])=[O:4].[NH2:19][C:20]1[C:25](=[O:26])[C:24]2[CH:27]=[CH:28][CH:29]=[CH:30][C:23]=2[O:22][CH:21]=1>C1(C)C(C)=CC=CC=1>[CH3:18][N:6]1[CH:5]([C:3]([NH:19][C:20]2[C:25](=[O:26])[C:24]3[CH:27]=[CH:28][CH:29]=[CH:30][C:23]=3[O:22][CH:21]=2)=[O:4])[C:10](=[O:11])[C:9]2[CH:12]=[CH:13][CH:14]=[CH:15][C:8]=2[S:7]1. Procedure details: A 500 ml round flask, which is connected to a distillation head and a condenser, is charged with 3.5 g (0.013 mole) of 2-methyl-3,4-dihydro-4-oxo-2H-1,2-benzothiazine-3-carboxylic acid methyl ester 1,1-dioxide, 2.1 g (0.013 mole) of 3-amino-4-oxo-4H-1-benzopyrane and 100 ml of dry xylene. Then nitrogen gas is blown into the resulting suspension for 5 minutes. The reaction mixture is subsequently subjected to a slow distillation lasting 15 hours, in the course of which procedure complete solution... Reactants: CCOP(=O)(COCOCCl)OCC, [H-], Nc1nc(Cl)c2[nH]cnc2n1, [Na+], CN(C)C=O. Yields the product CCOP(=O)(COCOCn1cnc2c(Cl)nc(N)nc21)OCC. RXN SMILES: [Cl:14][CH2:15][O:16][CH2:17][O:18][CH2:19][P:20](=[O:21])([O:22][CH2:23][CH3:24])[O:25][CH2:26][CH3:27].[H-:1].[NH2:3][c:4]1[n:5][c:6]([Cl:13])[c:7]2[nH:8][cH:9][n:10][c:11]2[n:12]1.[Na+:2].[O:28]=[CH:29][N:30]([CH3:31])[CH3:32]>>[NH2:3][c:4]1[n:5][c:6]([Cl:13])[c:7]2[n:8][cH:9][n:10]([CH2:15][O:16][CH2:17][O:18][CH2:19][P:20](=[O:21])([O:22][CH2:23][CH3:24])[O:25][CH2:26][CH3:27])[c:11]2[n:12]1. The reactants are C(C)(=O)C1=C(C(=NN1)OS(=O)(=O)C1=CC=C(C=C1)C)C1CCCC1 (Toluene-4-sulfonic acid 5-acetyl-4-cyclopentyl-1H-pyrazol-3-yl ester), C(C1=CC=CC=C1)(=O)NN (benzhydrazide), C1=CC=C(C=C1)C2=CC=CC=C2.C1=CC=C(C=C1)OC2=CC=CC=C2 (Dowtherm A). The solvent is C=1(C(=CC=CC1)C)C (xylene). Reaction conditions: temperature 180 celsius. Product: C1(CCCC1)C=1C(=NN2C(=NN=C(C21)C)C2=CC=CC=C2)OS(=O)(=O)C2=CC=C(C=C2)C (Toluene-4-sulfonic acid 3-cyclopentyl-4-methyl-7-phenylpyrazolo[1,5-d][1,2,4]triazin-2-yl ester), solid. RXN SMILES: [C:1]([C:4]1[NH:8][N:7]=[C:6]([O:9][S:10]([C:13]2[CH:18]=[CH:17][C:16]([CH3:19])=[CH:15][CH:14]=2)(=[O:12])=[O:11])[C:5]=1[CH:20]1[CH2:24][CH2:23][CH2:22][CH2:21]1)(=O)[CH3:2].[C:25]([NH:33][NH2:34])(=O)[C:26]1[CH:31]=[CH:30][CH:29]=[CH:28][CH:27]=1.C1C=CC(C2C=CC=CC=2)=CC=1.C1C=CC(OC2C=CC=CC=2)=CC=1>C1(C)C(C)=CC=CC=1>[CH:20]1([C:5]2[C:6]([O:9][S:10]([C:13]3[CH:18]=[CH:17][C:16]([CH3:19])=[CH:15][CH:14]=3)(=[O:12])=[O:11])=[N:7][N:8]3[C:4]=2[C:1]([CH3:2])=[N:34][N:33]=[C:25]3[C:26]2[CH:31]=[CH:30][CH:29]=[CH:28][CH:27]=2)[CH2:24][CH2:23][CH2:22][CH2:21]1 |f:2.3|. Procedure: Toluene-4-sulfonic acid 5-acetyl-4-cyclopentyl-1H-pyrazol-3-yl ester (0.65 g, 1.87 mmol) and benzhydrazide (0.28 g, 1.1 molar eq) were stirred together in xylene (20 ml) at reflux for 2.5 h. The solvent was reduced to ˜5 ml and Dowtherm A (20 ml) was added and the reaction mixture was heated at 180° C. for 2 h. The mixture was cooled and poured directly onto a column of silica gel, and the Dowtherm was eluted off with dichloromethane before eluting the product off with 3-6% ethyl acetate in dich... Reactants: N=C1SC=C(N1)CC(=O)N[C@H]1[C@@H]2N(C(=C(C(S2)C)OC(C2=C(C=CC=C2)S(NC(=O)OCC)(=O)=O)=O)C(=O)O)C1=O (7β-(2-imino-4-thiazolin-4-yl)acetamido-3-[2-(N-carboethoxysulfamoyl)benzoyloxy]-methyl-3-cephem-4-carboxylic acid), SC1=NN=NN1CCN(C)C (5-mercapto-1-[2-(N,N-dimethylamino)ethyl]-1H-tetrazole), C(O)([O-])=O.[Na+] (sodium hydrogen carbonate), resultant solution. The solvent is O (water). The product is N=C1SC=C(N1)CC(=O)N[C@H]1[C@@H]2N(C(=C(CS2)CSC2=NN=NN2CCN(C)C)C(=O)O)C1=O (7β-(2-imino-4-thiazolin-4-yl)acetamido-3-{1-[2-(N,N-dimethylamino)ethyl]-1H-tetrazol-5-yl}thiomethyl-3-cephem-4-carboxylic acid). Reaction SMILES: [NH:1]=[C:2]1[NH:6][C:5]([CH2:7][C:8]([NH:10][C@@H:11]2[C:40](=[O:41])[N:13]3[C:14]([C:37]([OH:39])=[O:38])=[C:15](OC(=O)C4C=CC=CC=4S(=O)(=O)NC(OCC)=O)[CH:16](C)[S:17][C@H:12]23)=[O:9])=[CH:4][S:3]1.[SH:42][C:43]1[N:47]([CH2:48][CH2:49][N:50]([CH3:52])[CH3:51])[N:46]=[N:45][N:44]=1.[C:53](=O)([O-])O.[Na+]>O>[NH:1]=[C:2]1[NH:6][C:5]([CH2:7][C:8]([NH:10][C@@H:11]2[C:40](=[O:41])[N:13]3[C:14]([C:37]([OH:39])=[O:38])=[C:15]([CH2:53][S:42][C:43]4[N:47]([CH2:48][CH2:49][N:50]([CH3:52])[CH3:51])[N:46]=[N:45][N:44]=4)[CH2:16][S:17][C@H:12]23)=[O:9])=[CH:4][S:3]1 |f:2.3|. Procedure: In water (5 ml) are dissolved 7β-(2-imino-4-thiazolin-4-yl)acetamido-3-[2-(N-carboethoxysulfamoyl)benzoyloxy]-methyl-3-cephem-4-carboxylic acid (313 mg), 5-mercapto-1-[2-(N,N-dimethylamino)ethyl]-1H-tetrazole (113 mg) and sodium hydrogen carbonate (42 mg) and the resultant solution is heated at 55° C. for 60 minutes. The reaction solution is adjusted its pH to 5.8 and purified by column chromatography on Amberlite XAD-2 and the fractions rich in the desired product are pooled and lyophilized. Th... Starting materials: B(OC1=CC=C(C=C1)OCCOCCCC)([O-])[O-] (4-(2-butoxyethoxy)phenyl borate), BrC=1C=CC2=C(C=C(CCN2CCC)C(=O)NC2=CC=C(C=C2)CN(C2CCOCC2)C)C1 (7-bromo-1-propyl-N-[4-[[N-methyl-N-(tetrahydro-2H-pyran-4-yl)amino]methyl]phenyl]-2,3-dihydro-1H-1-benzazepine-4-carboxamide), C([O-])([O-])=O.[K+].[K+] (potassium carbonate). Reagents/catalysts: C=1C=CC(=CC1)[P](C=2C=CC=CC2)(C=3C=CC=CC3)[Pd]([P](C=4C=CC=CC4)(C=5C=CC=CC5)C=6C=CC=CC6)([P](C=7C=CC=CC7)(C=8C=CC=CC8)C=9C=CC=CC9)[P](C=1C=CC=CC1)(C=1C=CC=CC1)C=1C=CC=CC1 (tetrakistriphenylphosphinepalladium). Run in O.C(C)O.C1(=CC=CC=C1)C (water ethanol toluene), C(C)(=O)OCC (ethyl acetate). Conditions: time 30 minute. Product: C(CCC)OCCOC1=CC=C(C=C1)C=1C=CC2=C(C=C(CCN2CCC)C(=O)NC2=CC=C(C=C2)CN(C2CCOCC2)C)C1 (7-[4-(2-butoxyethoxy)phenyl]-N-[4-[[N-methyl-N-(tetrahydro-2H-pyran-4-yl)amino]methyl]phenyl]-1-propyl-2,3-dihydro-1H-1-benzazepine-4-carboxamide). Yield: 49.8%. RXN SMILES: B([O-])([O-])O[C:3]1[CH:8]=[CH:7][C:6]([O:9][CH2:10][CH2:11][O:12][CH2:13][CH2:14][CH2:15][CH3:16])=[CH:5][CH:4]=1.Br[C:20]1[CH:21]=[CH:22][C:23]2[N:29]([CH2:30][CH2:31][CH3:32])[CH2:28][CH2:27][C:26]([C:33]([NH:35][C:36]3[CH:41]=[CH:40][C:39]([CH2:42][N:43]([CH3:50])[CH:44]4[CH2:49][CH2:48][O:47][CH2:46][CH2:45]4)=[CH:38][CH:37]=3)=[O:34])=[CH:25][C:24]=2[CH:51]=1.C(=O)([O-])[O-].[K+].[K+]>O.C(O)C.C1(C)C=CC=CC=1.C(OCC)(=O)C.C1C=CC([P]([Pd]([P](C2C=CC=CC=2)(C2C=CC=CC=2)C2C=CC=CC=2)([P](C2C=CC=CC=2)(C2C=CC=CC=2)C2C=CC=CC=2)[P](C2C=CC=CC=2)(C2C=CC=CC=2)C2C=CC=CC=2)(C2C=CC=CC=2)C2C=CC=CC=2)=CC=1>[CH2:13]([O:12][CH2:11][CH2:10][O:9][C:6]1[CH:7]=[CH:8][C:3]([C:20]2[CH:21]=[CH:22][C:23]3[N:29]([CH2:30][CH2:31][CH3:32])[CH2:28][CH2:27][C:26]([C:33]([NH:35][C:36]4[CH:37]=[CH:38][C:39]([CH2:42][N:43]([CH3:50])[CH:44]5[CH2:45][CH2:46][O:47][CH2:48][CH2:49]5)=[CH:40][CH:41]=4)=[O:34])=[CH:25][C:24]=3[CH:51]=2)=[CH:4][CH:5]=1)[CH2:14][CH2:15][CH3:16] |f:2.3.4,5.6.7,^1:78,80,99,118|. Procedure details: In a mixture of water:ethanol:toluene (1:1:10, v/v, 24.0 ml) were dissolved 4-(2-butoxyethoxy)phenyl borate (519 mg) and 7-bromo-1-propyl-N-[4-[[N-methyl-N-(tetrahydro-2H-pyran-4-yl)amino]methyl]phenyl]-2,3-dihydro-1H-1-benzazepine-4-carboxamide (745 mg). To the solution was added potassium carbonate (482 mg), and the mixture was stirred under argon atmosphere at room temperature for 30 minutes. To the mixture was added tetrakistriphenylphosphinepalladium (67 mg), and the mixture was refluxed un...